From a dataset of the Open Reaction Database (ORD), a public repository of structured organic reaction records. describe an organic reaction: reactants, conditions, products, and yield Starting materials: C(C1=CC=CC=C1)N1C(N2C(SCCC2)=C(C1=O)C)=O (7-benzyl-9-methyl-3,4-dihydro-2H,6H-pyrimido[6,1-b][1,3]thiazine-6,8(7H)-dione), B(Br)(Br)Br (boron tribromide), CO (methanol). Solvent: C1(=CC=CC=C1)C (toluene). Conditions: time 30 minute. Product: CC=1C(NC(N2C1SCCC2)=O)=O (9-methyl-3,4-dihydro-2H,6H-pyrimido[6,1-b][1,3]thiazine-6,8(7H)-dione). Reaction SMILES: C([N:8]1[C:17](=[O:18])[C:16]([CH3:19])=[C:11]2[S:12][CH2:13][CH2:14][CH2:15][N:10]2[C:9]1=[O:20])C1C=CC=CC=1.B(Br)(Br)Br.CO>C1(C)C=CC=CC=1>[CH3:19][C:16]1[C:17](=[O:18])[NH:8][C:9](=[O:20])[N:10]2[CH2:15][CH2:14][CH2:13][S:12][C:11]=12. Procedure details: To a solution of 7.21 g (25 mmol) of 7-benzyl-9-methyl-3,4-dihydro-2H,6H-pyrimido[6,1-b][1,3]thiazine-6,8(7H)-dione in 200 ml of toluene, 12.5 g (50 mmol) of boron tribromide was added under ice cooling conditions, followed by refluxing for 16 hours. After the reaction mixture was cooled, 50 ml of methanol was added, followed by stirring for 30 minutes. After this mixture was concentrated to dryness, methanol-diethyl ether was added to the residue. The resulting precipitate was collected by filt... As a reaction SMILES: [Br:11][c:12]1[c:13]([CH:17]=[O:18])[s:14][cH:15][cH:16]1.[CH2:96]([OH:97])[CH2:98][CH2:99][CH3:100].[F:3][c:4]1[cH:5][cH:6][c:7]([SH:10])[cH:8][cH:9]1.[H-:1].[Na+:2].[cH:19]1[cH:20][cH:21][c:22]([P:23]([Pd:24]([P:25]([c:26]2[cH:27][cH:28][cH:29][cH:30][cH:31]2)([c:32]2[cH:33][cH:34][cH:35][cH:36][cH:37]2)[c:38]2[cH:39][cH:40][cH:41][cH:42][cH:43]2)([P:44]([c:45]2[cH:46][cH:47][cH:48][cH:49][cH:50]2)([c:51]2[cH:52][cH:53][cH:54][cH:55][cH:56]2)[c:57]2[cH:58][cH:59][cH:60][cH:61][cH:62]2)[P:63]([c:64]2[cH:65][cH:66][cH:67][cH:68][cH:69]2)([c:70]2[cH:71][cH:72][cH:73][cH:74][cH:75]2)[c:76]2[cH:77][cH:78][cH:79][cH:80][cH:81]2)([c:82]2[cH:83][cH:84][cH:85][cH:86][cH:87]2)[c:88]2[cH:89][cH:90][cH:91][cH:92][cH:93]2)[cH:94][cH:95]1>>[F:3][c:4]1[cH:5][cH:6][c:7]([S:10][c:12]2[c:13]([CH:17]=[O:18])[s:14][cH:15][cH:16]2)[cH:8][cH:9]1. The reactants are O=Cc1sccc1Br, CCCCO, Fc1ccc(S)cc1, [H-], [Na+], c1ccc(P(c2ccccc2)(c2ccccc2)[Pd](P(c2ccccc2)(c2ccccc2)c2ccccc2)(P(c2ccccc2)(c2ccccc2)c2ccccc2)P(c2ccccc2)(c2ccccc2)c2ccccc2)cc1. Product: O=Cc1sccc1Sc1ccc(F)cc1. Starting materials: C(C#CC)N1C(NC(C(=C1OC1=CC(=CC(=C1)C)C)C(C)C)=O)=O (1-(2-butynyl)-5-isopropyl-6-(3,5-dimethylphenoxy)-2,4-pyrimidinedione), N1=CC=CC=C1 (pyridine), N1=CC=CC2=CC=CC=C12 (quinoline). Reagents/catalysts: [Pd] (palladium on barium sulfate). The solvent is CO (methanol). Conditions: time 2 hour. Yields the product C(\C=C/C)N1C(NC(C(=C1OC1=CC(=CC(=C1)C)C)C(C)C)=O)=O (1-(cis-2-butenyl)-5-isopropyl-6-(3,5-dimethylphenoxy)-2,4-pyrimidinedione). Isolated yield 76.1%. As a reaction SMILES: [CH2:1]([N:5]1[C:10]([O:11][C:12]2[CH:17]=[C:16]([CH3:18])[CH:15]=[C:14]([CH3:19])[CH:13]=2)=[C:9]([CH:20]([CH3:22])[CH3:21])[C:8](=[O:23])[NH:7][C:6]1=[O:24])[C:2]#[C:3][CH3:4].N1C=CC=CC=1.N1C2C(=CC=CC=2)C=CC=1>CO.[Pd]>[CH2:1]([N:5]1[C:10]([O:11][C:12]2[CH:13]=[C:14]([CH3:19])[CH:15]=[C:16]([CH3:18])[CH:17]=2)=[C:9]([CH:20]([CH3:21])[CH3:22])[C:8](=[O:23])[NH:7][C:6]1=[O:24])/[CH:2]=[CH:3]\[CH3:4]. Procedure: To a solution of 33 mg (0.1 mmol) of the compound obtained from Example 11 in 1 ml of methanol were added 3 ml of pyridine, a drop of quinoline, and 4 mg of palladium on barium sulfate. The reaction mixture was then stirred for about 2 hours at room temperature under an atmosphere of hydrogen, filtered through Cellite pad, and evaporated under reduced pressure to give a light brown oil, which was purified by flash chromatography using a mixture of ethyl acetate and hexane (1:3) as an eluent to a...